From a dataset of the Open Reaction Database (ORD), a public repository of structured organic reaction records. describe an organic reaction: reactants, conditions, products, and yield Reactants: [BH4-], CCOC(=O)c1ccc(-c2nc(COc3ccc(C=O)cc3OC)c(C)o2)s1, [Na+], C1CCOC1, O. Product: CCOC(=O)c1ccc(-c2nc(COc3ccc(CO)cc3OC)c(C)o2)s1. Reaction SMILES: [BH4-:29].[CH:1](=[O:2])[c:3]1[cH:4][c:5]([O:27][CH3:28])[c:6]([O:7][CH2:8][c:9]2[n:10][c:11](-[c:15]3[cH:16][cH:17][c:18]([C:20](=[O:21])[O:22][CH2:23][CH3:24])[s:19]3)[o:12][c:13]2[CH3:14])[cH:25][cH:26]1.[Na+:30].[O:32]1[CH2:33][CH2:34][CH2:35][CH2:36]1.[OH2:31]>>[CH2:1]([OH:2])[c:3]1[cH:4][c:5]([O:27][CH3:28])[c:6]([O:7][CH2:8][c:9]2[n:10][c:11](-[c:15]3[cH:16][cH:17][c:18]([C:20](=[O:21])[O:22][CH2:23][CH3:24])[s:19]3)[o:12][c:13]2[CH3:14])[cH:25][cH:26]1. Starting materials: S=C(n1ccnc1)n1ccnc1, CC#N, Nc1ccc(-c2nnc(CSCCOc3ccccc3)o2)cc1. Yields the product S=C(Nc1ccc(-c2nnc(CSCCOc3ccccc3)o2)cc1)n1ccnc1. As a reaction SMILES: [C:24](=[S:25])([n:26]1[cH:27][n:28][cH:29][cH:30]1)[n:31]1[cH:32][cH:33][n:34][cH:35]1.[CH3:36][C:37]#[N:38].[O:1]([c:2]1[cH:3][cH:4][cH:5][cH:6][cH:7]1)[CH2:8][CH2:9][S:10][CH2:11][c:12]1[n:13][n:14][c:15](-[c:17]2[cH:18][cH:19][c:20]([NH2:23])[cH:21][cH:22]2)[o:16]1>>[O:1]([c:2]1[cH:3][cH:4][cH:5][cH:6][cH:7]1)[CH2:8][CH2:9][S:10][CH2:11][c:12]1[n:13][n:14][c:15](-[c:17]2[cH:18][cH:19][c:20]([NH:23][C:24](=[S:25])[n:26]3[cH:27][n:28][cH:29][cH:30]3)[cH:21][cH:22]2)[o:16]1. Solvent: C(C)(=O)OCC (ethyl acetate). The reactants are N1=C2C(=NO1)C(=CC=C2)C=O (4-Benzofurazancarboxaldehyde), O=C(CC(=O)OC)C1=CC=CC=C1 (methyl beta-oxobenzenepropanoate), N1CCCCC1 (piperidine), C(CCCCC)(=O)O (hexanoic acid), C1=CC=CC=C1 (benzene). RXN SMILES: [N:1]1[O:5][N:4]=[C:3]2[C:6]([CH:10]=O)=[CH:7][CH:8]=[CH:9][C:2]=12.[O:12]=[C:13]([C:19]1[CH:24]=[CH:23][CH:22]=[CH:21][CH:20]=1)[CH2:14][C:15]([O:17][CH3:18])=[O:16].[NH:25]1CCCCC1.[C:31]([OH:38])(=[O:37])[CH2:32][CH2:33][CH2:34]CC.[CH:39]1[CH:44]=CC=C[CH:40]=1>C(OCC)(=O)C>[N:1]1[O:5][N:4]=[C:3]2[C:6]([CH:10]3[C:32]([C:31]([O:38][CH:39]([CH3:44])[CH3:40])=[O:37])=[C:33]([CH3:34])[NH:25][C:13]([OH:12])([C:19]4[CH:24]=[CH:23][CH:22]=[CH:21][CH:20]=4)[CH:14]3[C:15]([O:17][CH3:18])=[O:16])=[CH:7][CH:8]=[CH:9][C:2]=12. Product: N1=C2C(=NO1)C(=CC=C2)C2C(C(NC(=C2C(=O)OC(C)C)C)(C2=CC=CC=C2)O)C(=O)OC (3-Methyl 5-(1-methylethyl) 4-(4-benzofurazanyl)-1,2,3,4-tetrahydro-2-hydroxy-6-methyl-2-phenyl-3,5-pyridinedicarboxylate). Reported procedure: 4-Benzofurazancarboxaldehyde (2.96 g, 20 mmoles), methyl beta-oxobenzenepropanoate (3.56 g, 20 mmoles), piperidine (0.05 ml) and hexanoic acid (0.13 ml) were heated at reflux for 3 hours in benzene (50 ml) using a Dean and Stark apparatus. The reaction was cooled, diluted with ethyl acetate and washed in turn with water, brine and saturated sodium bicarbonate and dried (Na2SO4). The solvent was removed in vacuo and the residue dissolved in ethanol (6 ml). 1-Methylethyl 3-amino-2-butenoate (3.0 g... Starting materials: C(C)(C)(C)OC(=O)N1[C@H](CCC1)COC=1C(=NC=CC1)C(=O)OCC ((R)-ethyl 3-((1-(tert-butoxycarbonyl)pyrrolidin-2-yl)methoxy)picolinate), FC(C(=O)O)(F)F (trifluoroacetic acid). The solvent is ClCCl (dichloromethane). Run at time 8 hour. The product is N1[C@H](CCC1)COC=1C(=NC=CC1)C(=O)OCC ((R)-ethyl 3-(pyrrolidin-2-ylmethoxy)picolinate). RXN SMILES: C(OC([N:8]1[CH2:12][CH2:11][CH2:10][C@@H:9]1[CH2:13][O:14][C:15]1[C:16]([C:21]([O:23][CH2:24][CH3:25])=[O:22])=[N:17][CH:18]=[CH:19][CH:20]=1)=O)(C)(C)C.FC(F)(F)C(O)=O>ClCCl>[NH:8]1[CH2:12][CH2:11][CH2:10][C@@H:9]1[CH2:13][O:14][C:15]1[C:16]([C:21]([O:23][CH2:24][CH3:25])=[O:22])=[N:17][CH:18]=[CH:19][CH:20]=1. Procedure details: To a solution of (R)-ethyl 3-((1-(tert-butoxycarbonyl)pyrrolidin-2-yl)methoxy)picolinate (1.00 g, 285 mmol, EXAMPLE 33 Step 1) in dichloromethane (10 mL) was added trifluoroacetic acid (3 mL) at room temperature. After being stirred at room temperature for 8 h, the volatile was evaporated to afford 1.36 g (quant.) of the title compound that was used directly in the next step without further purification.